Dataset: the Open Reaction Database (ORD), a public repository of structured organic reaction records. Task: describe an organic reaction: reactants, conditions, products, and yield Starting materials: FC1=CC2=C(C(=NO2)C2CCNCC2)C=C1 (4-(6-fluoro-1,2-benzisoxazol-3-yl)piperidine), O1C(CC2=C(C=CC(=C2)OC)OC2=C(C=C(C=C2)OC)CC2CO2)C1 (2,3-epoxypropyl-4-methoxyphenyl ether), C(C)(C)O (isopropyl alcohol). The product is COC1=CC=C(C=C1)OCC(CN1CCC(CC1)C1=NOC2=C1C=CC(=C2)F)O (4-[3-[4-(6-Fluoro-1,2-benzisoxazol-3-yl)-1-piperidinyl]-2-hydroxy-1-propoxy]phenyl methyl ether). As a reaction SMILES: [F:1][C:2]1[CH:16]=[CH:15][C:5]2[C:6]([CH:9]3[CH2:14][CH2:13][NH:12][CH2:11][CH2:10]3)=[N:7][O:8][C:4]=2[CH:3]=1.O1CC1C[C:20]1[CH:25]=[C:24]([O:26][CH3:27])[CH:23]=[CH:22][C:21]=1[O:28][C:29]1[CH:34]=[CH:33]C(OC)=CC=1CC1OC1.C([OH:45])(C)C>>[CH3:27][O:26][C:24]1[CH:25]=[CH:20][C:21]([O:28][CH2:29][CH:34]([OH:45])[CH2:33][N:12]2[CH2:11][CH2:10][CH:9]([C:6]3[C:5]4[CH:15]=[CH:16][C:2]([F:1])=[CH:3][C:4]=4[O:8][N:7]=3)[CH2:14][CH2:13]2)=[CH:22][CH:23]=1. Reported procedure: A mixture of 4-(6-fluoro-1,2-benzisoxazol-3-yl)piperidine (4.4 g, 20 mmol) and 2,3-epoxypropyl-4-methoxyphenyl ether (3.7 g, 20.5 mmol) in isopropyl alcohol (80 ml) was heated to reflux for 2 hours. The mixture was cooled and the crystals were collected to yield 6.81 g (85%), m.p.=134°-135° C. Starting materials: FC(C(=O)O)(F)F (trifluoroacetic acid), FC1=CC=C(C=C1)C1=CC(=CN1S(=O)(=O)C=1C=NC=CC1)CN(C(OC(C)(C)C)=O)C (tert-Butyl {[5-(4-fluorophenyl)-1-(pyridin-3-ylsulfonyl)-1H-pyrrol-3-yl]methyl}methylcarbamate), ClCCl (dichloromethane), C(O)([O-])=O.[Na+] (sodium hydrogencarbonate). Reaction conditions: time 3 hour. Product: Cl.Cl.FC1=CC=C(C=C1)C1=CC(=CN1S(=O)(=O)C=1C=NC=CC1)CNC (1-[5-(4-Fluorophenyl)-1-(pyridin-3-ylsulfonyl)-1H-pyrrol-3-yl]-N-methylmethanamine dihydrochloride). Reaction SMILES: [F:1][C:2]1[CH:7]=[CH:6][C:5]([C:8]2[N:12]([S:13]([C:16]3[CH:17]=[N:18][CH:19]=[CH:20][CH:21]=3)(=[O:15])=[O:14])[CH:11]=[C:10]([CH2:22][N:23](C)[C:24](=O)OC(C)(C)C)[CH:9]=2)=[CH:4][CH:3]=1.FC(F)(F)C(O)=O.C(=O)([O-])O.[Na+].[Cl:44]CCl>>[ClH:44].[ClH:44].[F:1][C:2]1[CH:3]=[CH:4][C:5]([C:8]2[N:12]([S:13]([C:16]3[CH:17]=[N:18][CH:19]=[CH:20][CH:21]=3)(=[O:15])=[O:14])[CH:11]=[C:10]([CH2:22][NH:23][CH3:24])[CH:9]=2)=[CH:6][CH:7]=1 |f:2.3,5.6.7|. Procedure details: tert-Butyl {[5-(4-fluorophenyl)-1-(pyridin-3-ylsulfonyl)-1H-pyrrol-3-yl]methyl}methylcarbamate (293 mg) was dissolved in dichloromethane (1 mL), trifluoroacetic acid (1 mL) was added at 0° C., and the mixture was stirred at room temperature for 3 hr. The reaction solution was basified by the dropwise addition to 6% aqueous sodium hydrogencarbonate solution, and the mixture was extracted with ethyl acetate. The organic layer was washed with saturated brine, dried over anhydrous sodium sulfate, an... The reactants are 30, NC1=C(C=CC(=C1)Cl)NC1C(CN(CC1)C(=O)OC)C (methyl 4-(2-amino-4-chlorophenylamino)-3-methyl-1-piperidinecarboxylate), NC(=O)N (urea). The product is ClC1=CC2=C(N(C(N2)=O)C2C(CN(CC2)C(=O)OC)C)C=C1 (methyl 4-(5-chloro-1,3-dihydro-2-oxo-2H-benzimidazol-1-yl)-3-methyl-1-piperidinecarboxylate). As a reaction SMILES: [NH2:1][C:2]1[CH:7]=[C:6]([Cl:8])[CH:5]=[CH:4][C:3]=1[NH:9][CH:10]1[CH2:15][CH2:14][N:13]([C:16]([O:18][CH3:19])=[O:17])[CH2:12][CH:11]1[CH3:20].N[C:22](N)=[O:23]>>[Cl:8][C:6]1[CH:5]=[CH:4][C:3]2[N:9]([CH:10]3[CH2:15][CH2:14][N:13]([C:16]([O:18][CH3:19])=[O:17])[CH2:12][CH:11]3[CH3:20])[C:22](=[O:23])[NH:1][C:2]=2[CH:7]=1. Reported procedure: A mixture of 30 parts of methyl 4-(2-amino-4-chlorophenylamino)-3-methyl-1-piperidinecarboxylate and 10 parts of urea is stirred and heated at 160°-180° C (oil-bath) for 3h. 30. The reaction mixture is cooled and the product is extracted with methylbenzene. The extract is washed successively with water, with a diluted hydrochloric acid solution and again with water, dried, filtered and evaporated. The oily residue is crystallized from a warm mixture of 2,2'-oxybispropane and a small amount of 2-... The reactants are CC(C)(C)OC(=O)NC(CO)(c1cccc(Br)c1)C(F)F, Cl, C1COCCO1. The product is Cl, NC(CO)(c1cccc(Br)c1)C(F)F. Reaction SMILES: [C:1]([O:2][C:3](=[O:4])[NH:7][C:8]([CH:9]([F:10])[F:11])([CH2:12][OH:13])[c:14]1[cH:15][c:16]([Br:20])[cH:17][cH:18][cH:19]1)([CH3:5])([CH3:6])[CH3:21].[ClH:22].[O:23]1[CH2:24][CH2:25][O:26][CH2:27][CH2:28]1>>[ClH:22].[NH2:7][C:8]([CH:9]([F:10])[F:11])([CH2:12][OH:13])[c:14]1[cH:15][c:16]([Br:20])[cH:17][cH:18][cH:19]1.